Dataset: the Open Reaction Database (ORD), a public repository of structured organic reaction records. Task: describe an organic reaction: reactants, conditions, products, and yield The reactants are CC(=O)OCC1CC=CC(=O)C1, O=C([O-])[O-], CCCCOCN(Cc1ccccc1)C[Si](C)(C)C, ClCCl, [K+], [K+], O=C(O)C(F)(F)F. Yields the product CC(=O)OCC1CC(=O)C2CN(Cc3ccccc3)CC2C1. As a reaction SMILES: [C:1]([CH3:2])(=[O:3])[O:4][CH2:5][CH:6]1[CH2:7][CH:8]=[CH:9][C:10](=[O:12])[CH2:11]1.[C:39](=[O:40])([O-:41])[O-:42].[CH2:13]([O:14][CH2:18][N:19]([CH2:20][Si:15]([CH3:16])([CH3:17])[CH3:21])[CH2:25][c:26]1[cH:27][cH:28][cH:29][cH:30][cH:31]1)[CH2:22][CH2:23][CH3:24].[Cl:45][CH2:46][Cl:47].[K+:43].[K+:44].[OH:32][C:33]([C:34]([F:35])([F:36])[F:37])=[O:38]>>[C:1]([CH3:2])(=[O:3])[O:4][CH2:5][CH:6]1[CH2:7][CH:8]2[CH:9]([C:10](=[O:12])[CH2:11]1)[CH2:18][N:19]([CH2:25][c:26]1[cH:27][cH:28][cH:29][cH:30][cH:31]1)[CH2:20]2.